Dataset: the Open Reaction Database (ORD), a public repository of structured organic reaction records. Task: describe an organic reaction: reactants, conditions, products, and yield Reactants: [Br-], CS(C)=O, CCOC(C)=O, [F-], COc1ccc(S(=O)(=O)C(F)(F)F)c([N+](=O)[O-])c1, [K+], c1ccc([P+](c2ccccc2)(c2ccccc2)c2ccccc2)cc1. RXN SMILES: [Br-:25].[CH3:21][S:22]([CH3:23])=[O:24].[CH3:51][CH2:52][O:53][C:54]([CH3:55])=[O:56].[F-:19].[F:1][C:2]([F:3])([F:4])[S:5](=[O:6])(=[O:7])[c:8]1[c:9]([N+:16]([O-:17])=[O:18])[cH:10][c:11]([O:14][CH3:15])[cH:12][cH:13]1.[K+:20].[c:26]1([P+:27]([c:28]2[cH:29][cH:30][cH:31][cH:32][cH:33]2)([c:34]2[cH:35][cH:36][cH:37][cH:38][cH:39]2)[c:40]2[cH:41][cH:42][cH:43][cH:44][cH:45]2)[cH:46][cH:47][cH:48][cH:49][cH:50]1>>[F:1][C:2]([F:3])([F:4])[S:5](=[O:6])(=[O:7])[c:8]1[c:9]([F:19])[cH:10][c:11]([O:14][CH3:15])[cH:12][cH:13]1. Yields the product COc1ccc(S(=O)(=O)C(F)(F)F)c(F)c1. Reactants: CN(C)C=O, OCCCCl, COc1cc(F)ccc1CCl, [H-], [Na+], [Na+], O=C([O-])O. The product is COc1cc(F)ccc1COCCCCl. Reaction SMILES: [CH3:24][N:25]([CH3:26])[CH:27]=[O:28].[Cl:12][CH2:13][CH2:14][CH2:15][OH:16].[Cl:1][CH2:2][c:3]1[c:4]([O:10][CH3:11])[cH:5][c:6]([F:9])[cH:7][cH:8]1.[H-:17].[Na+:18].[Na+:19].[OH:20][C:21](=[O:22])[O-:23]>>[CH2:2]([c:3]1[c:4]([O:10][CH3:11])[cH:5][c:6]([F:9])[cH:7][cH:8]1)[O:16][CH2:15][CH2:14][CH2:13][Cl:12]. Starting materials: COC(N[C@H](C(=O)N1CC2(OCCO2)C[C@H]1C=1NC(=CN1)C1=CC=C(C=C1)C1=CC2=CC=C(C=C2C=C1)C1=CN=C(N1)[C@H]1N(CCC1)C([C@@H](C1=CC=CC=C1)NC(=O)OC)=O)C(C)C)=O ((S)-1-((S)-8-(5-(4-(6-(2-((S)-1-((R)-2-(methoxycarbonylamino)-2-phenylacetyl)pyrrolidin-2-yl)-1H-imidazol-5-yl)naphthalen-2-yl)phenyl)-1H-imidazol-2-yl)-1,4-dioxa-7-azaspiro[4.4]nonan-7-yl)-3-methyl-1-oxobutan-2-ylcarbamic acid methyl ester), Cl.Cl.Cl.FC1(C2=CC(=CC=C2C=2C=CC(=CC12)C=1C=CC2=C(NC(=N2)[C@H]2N([C@@H]3CC[C@@H]2C3)C([C@H]([C@@H](C)OC)NC(OC)=O)=O)C1)C1=CN=C(N1)[C@H]1NCCC1)F (methyl (2S,3R)-1-((1R,3S,4R)-3-(6-(9,9-difluoro-7-(2-((S)-pyrrolidin-2-yl)-1H-imidazol-5-yl)-9H-fluoren-2-yl)-1H-benzo[d]imidazol-2-yl)-2-azabicyclo[2.2.1]heptan-2-yl)-3-methoxy-1-oxobutan-2-ylcarbamate 3HCl salt). The product is COC(N[C@H](C(=O)N1[C@@H]2CC[C@@H]([C@H]1C1=NC3=C(N1)C=C(C=C3)C3=CC=1C(C4=CC(=CC=C4C1C=C3)C3=CN=C(N3)[C@H]3N(CCC3)C([C@@H](C3=CC=CC=C3)NC(=O)OC)=O)(F)F)C2)[C@@H](C)OC)=O ((2S,3R)-1-((1R,3S,4R)-3-(6-(9,9-difluoro-7-(2-((S)-1-((R)-2-(methoxycarbonylamino)-2-phenylacetyl)pyrrolidin-2-yl)-1H-imidazol-5-yl)-9H-fluoren-2-yl)-1H-benzo[d]imidazol-2-yl)-2-azabicyclo[2.2.1]heptan-2-yl)-3-methoxy-1-oxobutan-2-ylcarbamic acid methyl ester). Reaction SMILES: COC(=O)N[C@@H](C(C)C)C(N1[C@H](C2NC(C3C=CC(C4C=CC5C(=CC=C(C6NC([C@@H]7CCCN7[C:48](=[O:61])[C@H:49]([NH:56][C:57]([O:59][CH3:60])=[O:58])[C:50]7[CH:55]=[CH:54][CH:53]=[CH:52][CH:51]=7)=NC=6)C=5)C=4)=CC=3)=CN=2)CC2(OCCO2)C1)=O.Cl.Cl.Cl.[F:69][C:70]1([F:121])[C:82]2[CH:81]=[C:80]([C:83]3[CH:84]=[CH:85][C:86]4[N:90]=[C:89]([C@@H:91]5[C@H:96]6[CH2:97][C@@H:93]([CH2:94][CH2:95]6)[N:92]5[C:98](=[O:109])[C@@H:99]([NH:104][C:105](=[O:108])[O:106][CH3:107])[C@H:100]([O:102][CH3:103])[CH3:101])[NH:88][C:87]=4[CH:110]=3)[CH:79]=[CH:78][C:77]=2[C:76]2[C:71]1=[CH:72][C:73]([C:111]1[NH:115][C:114]([C@@H:116]3[CH2:120][CH2:119][CH2:118][NH:117]3)=[N:113][CH:112]=1)=[CH:74][CH:75]=2>>[CH3:107][O:106][C:105](=[O:108])[NH:104][C@@H:99]([C@H:100]([O:102][CH3:103])[CH3:101])[C:98]([N:92]1[C@H:91]([C:89]2[NH:88][C:87]3[CH:110]=[C:83]([C:80]4[CH:79]=[CH:78][C:77]5[C:76]6[C:71](=[CH:72][C:73]([C:111]7[NH:115][C:114]([C@@H:116]8[CH2:120][CH2:119][CH2:118][N:117]8[C:48](=[O:61])[C@H:49]([NH:56][C:57]([O:59][CH3:60])=[O:58])[C:50]8[CH:55]=[CH:54][CH:53]=[CH:52][CH:51]=8)=[N:113][CH:112]=7)=[CH:74][CH:75]=6)[C:70]([F:69])([F:121])[C:82]=5[CH:81]=4)[CH:84]=[CH:85][C:86]=3[N:90]=2)[C@H:96]2[CH2:97][C@H:93]1[CH2:94][CH2:95]2)=[O:109] |f:1.2.3.4|. Reported procedure: The title compound was prepared according to the method employed to prepare (S)-1-((S)-8-(5-(4-(6-(2-((S)-1-((R)-2-(methoxycarbonylamino)-2-phenylacetyl)pyrrolidin-2-yl)-1H-imidazol-5-yl)naphthalen-2-yl)phenyl)-1H-imidazol-2-yl)-1,4-dioxa-7-azaspiro[4.4]nonan-7-yl)-3-methyl-1-oxobutan-2-ylcarbamic acid methyl ester, except that methyl (2S,3R)-1-((1R,3S,4R)-3-(6-(9,9-difluoro-7-(2-((S)-pyrrolidin-2-yl)-1H-imidazol-5-yl)-9H-fluoren-2-yl)-1H-benzo[d]imidazol-2-yl)-2-azabicyclo[2.2.1]heptan-2-yl)-3-... Starting materials: O=C([O-])[O-], CC1COCC(C)N1CC#CCCl, CN(C)C=O, O=C(c1cc(C(F)(F)F)cc(C(F)(F)F)c1)N1CCNCC1Cc1c[nH]c2ccccc12, [K+], [K+]. The product is CC1COCC(C)N1CC#CCN1CCN(C(=O)c2cc(C(F)(F)F)cc(C(F)(F)F)c2)C(Cc2c[nH]c3ccccc23)C1. RXN SMILES: [C:46](=[O:47])([O-:48])[O-:49].[CH3:33][CH:34]1[CH2:35][O:36][CH2:37][CH:38]([CH3:45])[N:39]1[CH2:40][C:41]#[C:42][CH2:43][Cl:44].[CH3:52][N:53]([CH3:54])[CH:55]=[O:56].[F:1][C:2]([c:3]1[cH:4][c:5]([C:6](=[O:7])[N:8]2[CH:9]([CH2:14][c:15]3[cH:16][nH:17][c:18]4[cH:19][cH:20][cH:21][cH:22][c:23]34)[CH2:10][NH:11][CH2:12][CH2:13]2)[cH:24][c:25]([C:27]([F:28])([F:29])[F:30])[cH:26]1)([F:31])[F:32].[K+:50].[K+:51]>>[F:1][C:2]([c:3]1[cH:4][c:5]([C:6](=[O:7])[N:8]2[CH:9]([CH2:14][c:15]3[cH:16][nH:17][c:18]4[cH:19][cH:20][cH:21][cH:22][c:23]34)[CH2:10][N:11]([CH2:43][C:42]#[C:41][CH2:40][N:39]3[CH:34]([CH3:33])[CH2:35][O:36][CH2:37][CH:38]3[CH3:45])[CH2:12][CH2:13]2)[cH:24][c:25]([C:27]([F:28])([F:29])[F:30])[cH:26]1)([F:31])[F:32]. Reactants: I(=O)(=O)C1=C(C(=O)O)C=CC=C1 (iodoxybenzoic acid), [N+](=O)([O-])C=1C=C(C=CC1)CCO (2-(3-nitrophenyl)ethanol). Solvent: O1CCCC1 (tetrahydrofuran). The product is [N+](=O)([O-])C=1C=C(C=CC1)CC=O (3-Nitrophenylacetaldehyde). As a reaction SMILES: I(C1C=CC=CC=1C(O)=O)(=O)=O.[N+:13]([C:16]1[CH:17]=[C:18]([CH2:22][CH2:23][OH:24])[CH:19]=[CH:20][CH:21]=1)([O-:15])=[O:14]>O1CCCC1>[N+:13]([C:16]1[CH:17]=[C:18]([CH2:22][CH:23]=[O:24])[CH:19]=[CH:20][CH:21]=1)([O-:15])=[O:14]. Reported procedure: 90 mmol of iodoxybenzoic acid are added to 60 mmol of 2-(3-nitrophenyl)ethanol in 300 ml of tetrahydrofuran. The reaction mixture is heated at reflux for 4 hours, then cooled and filtered. The filtrate is concentrated to yield the expected compound. Starting materials: N1C=NC=C1 (imidazole), ice water, C[C@@]12[C@H]([C@@H](C[C@H]1[C@@H]1CCC=3C=C(C=CC3[C@H]1CC2)O)O)O (1,3,5(10)-estratriene-3,16α,17β-triol), C(C)(C)(C)[Si](C)(C)Cl (tertbutyldimethylsilyl chloride). Solvent: CN(C=O)C (dimethylformamide), CN(C=O)C (dimethylformamide). Run at time 1 hour. Yields the product [Si](C)(C)(C(C)(C)C)O[C@H]1[C@@H]([C@]2(C)[C@@H](C1)[C@@H]1CCC=3C=C(C=CC3[C@H]1CC2)O)O (16α-(tert-Butyldimethylsilyloxy)-1,3,5(10)-estratriene-3,17β-diol). As a reaction SMILES: [CH3:1][C@:2]12[CH2:18][CH2:17][C@H:16]3[C@@H:7]([CH2:8][CH2:9][C:10]4[CH:11]=[C:12]([OH:19])[CH:13]=[CH:14][C:15]=43)[C@@H:6]1[CH2:5][C@@H:4]([OH:20])[C@@H:3]2[OH:21].N1C=CN=C1.[C:27]([Si:31](Cl)([CH3:33])[CH3:32])([CH3:30])([CH3:29])[CH3:28]>CN(C)C=O>[Si:31]([O:20][C@@H:4]1[CH2:5][C@H:6]2[C@H:7]3[C@H:16]([CH2:17][CH2:18][C@:2]2([CH3:1])[C@H:3]1[OH:21])[C:15]1[CH:14]=[CH:13][C:12]([OH:19])=[CH:11][C:10]=1[CH2:9][CH2:8]3)([C:27]([CH3:30])([CH3:29])[CH3:28])([CH3:33])[CH3:32]. Procedure: A solution of 11.52 g of 1,3,5(10)-estratriene-3,16α,17β-triol in 200 ml of dimethylformamide, cooled to -20° C., is combined, after adding 6.52 g of imidazole, dropwise with a solution of 13.24 g of tertbutyldimethylsilyl chloride in 100 ml of dimethylformamide. This reaction mixture is stirred for one hour with continued cooling and then poured into ice water. The resultant precipitate is filtered off, washed with water and dissolved in dichloromethane. The solution is dried over sodium sulfat... Starting materials: N1N=CC(=C1)C1=CC2=C(C=3N=C(SC3CCO2)C(=O)O)C=C1 (8-(1H-Pyrazol-4-yl)-4,5-dihydro-6-oxa-3-thia-1-aza-benzo[e]azulene-2-carboxylic acid), N1CCCCCCC1 (azocane). Product: N1(CCCCCCC1)C(=O)C=1SC=2CCOC3=C(C2N1)C=CC(=C3)C=3C=NNC3 (Azocan-1-yl-[8-(1H-pyrazol-4-yl)-4,5-dihydro-6-oxa-3-thia-1-aza-benzo[e]azulen-2-yl]-methanone). As a reaction SMILES: [NH:1]1[CH:5]=[C:4]([C:6]2[CH:22]=[CH:21][C:9]3[C:10]4[N:11]=[C:12]([C:18]([OH:20])=O)[S:13][C:14]=4[CH2:15][CH2:16][O:17][C:8]=3[CH:7]=2)[CH:3]=[N:2]1.[NH:23]1[CH2:30][CH2:29][CH2:28][CH2:27][CH2:26][CH2:25][CH2:24]1>>[N:23]1([C:18]([C:12]2[S:13][C:14]3[CH2:15][CH2:16][O:17][C:8]4[CH:7]=[C:6]([C:4]5[CH:5]=[N:1][NH:2][CH:3]=5)[CH:22]=[CH:21][C:9]=4[C:10]=3[N:11]=2)=[O:20])[CH2:30][CH2:29][CH2:28][CH2:27][CH2:26][CH2:25][CH2:24]1. Procedure: Following the procedure for 103, 8-(1H-Pyrazol-4-yl)-4,5-dihydro-6-oxa-3-thia-1-aza-benzo[e]azulene-2-carboxylic acid (50.0 mg, 0.2 mmol) was reacted with azocane (1.2 equiv) to give 155 (12.1 mg, M+1 409.1)